From a dataset of the Open Reaction Database (ORD), a public repository of structured organic reaction records. describe an organic reaction: reactants, conditions, products, and yield Reactants: CC=1C=C(C=CC1[N+](=O)[O-])C1=CCCN(C1)CCC (5-(3-methyl-4-nitrophenyl)-1-propyl-1,2,3,6-tetrahydropyridine), O.NN (hydrazine hydrate). The reagents and catalysts are [Fe](Cl)(Cl)Cl (iron (III) chloride). Solvent: CO (MeOH). Reaction conditions: temperature 64 celsius, time 5 hour. Product: CC1=C(N)C=CC(=C1)C=1CN(CCC1)CCC (2-methyl-4-(1-propyl-1,2,5,6-tetrahydro-3-pyridinyl)aniline). Yield: 81.4%. Reaction SMILES: [CH3:1][C:2]1[CH:3]=[C:4]([C:11]2[CH2:16][N:15]([CH2:17][CH2:18][CH3:19])[CH2:14][CH2:13][CH:12]=2)[CH:5]=[CH:6][C:7]=1[N+:8]([O-])=O.O.NN>CO.[Fe](Cl)(Cl)Cl>[CH3:1][C:2]1[CH:3]=[C:4]([C:11]2[CH2:16][N:15]([CH2:17][CH2:18][CH3:19])[CH2:14][CH2:13][CH:12]=2)[CH:5]=[CH:6][C:7]=1[NH2:8] |f:1.2|. Procedure details: To 5-(3-methyl-4-nitrophenyl)-1-propyl-1,2,3,6-tetrahydropyridine (5.0 g, 19.2 mmol) in MeOH (100 mL) was added iron (III) chloride (0.93 g, 5.8 mmol, Aldrich) and activated carbon (1.0 g, Aldrich). The reaction mixture was stirred at 64° C. for 20 min before the dropwise addition of hydrazine hydrate (11.5 mL, 230.8 mmol, Aldrich) over 5 min. The reaction was kept stirring at 64° C. for additional 5 h. Filtration removed the solids and the filtrate was concentrated and purified via chromatograp... Starting materials: C1(=CC=CC=C1)SC1=C(C=C(C=C1)[N+](=O)[O-])C#N (4-nitro-2-cyanophenyl phenyl sulfide), stannous chloride, [OH-].[Na+] (NaOH). Run in C(C)O (ethanol). Reaction conditions: temperature 60 celsius, time 30 minute. The product is C1(=CC=CC=C1)SC1=C(C=C(C=C1)N)C#N (4-amino-2-cyanophenyl phenyl sulfide). Isolated yield 904.2%. RXN SMILES: [C:1]1([S:7][C:8]2[CH:13]=[CH:12][C:11]([N+:14]([O-])=O)=[CH:10][C:9]=2[C:17]#[N:18])[CH:6]=[CH:5][CH:4]=[CH:3][CH:2]=1.[OH-].[Na+]>C(O)C>[C:1]1([S:7][C:8]2[CH:13]=[CH:12][C:11]([NH2:14])=[CH:10][C:9]=2[C:17]#[N:18])[CH:6]=[CH:5][CH:4]=[CH:3][CH:2]=1 |f:1.2|. Reported procedure: To a stirred slurry of 4-nitro-2-cyanophenyl phenyl sulfide (13.3 g, 5.19 mmol) and 100 mL of absolute ethanol was added stannous chloride dehydrate (58.6 g, 26 mmol) in one portion. The mixture was heated to 60° C. where an exothermic reaction caused the solution to strongly reflux. The mixture was allowed to stir at ambient temperature for 30 min., poured onto ice-water and made strongly basic by the addition of 350 mL of 15% NaOH. The mixture was extracted with methylene chloride (4×275 mL), ... Starting materials: CC(C)(C)OC(=O)NC(C(=O)O)C(C)(C)C, ClCCCl, CCN(C(C)C)C(C)C, N#CC1CCNCC1, CN(C)C=O, On1nnc2ccccc21. The product is CC(C)(C)OC(=O)NC(C(=O)N1CCC(C#N)CC1)C(C)(C)C. Reaction SMILES: [C:1](=[O:2])([O:3][C:4]([CH3:5])([CH3:6])[CH3:7])[NH:8][CH:9]([C:10]([CH3:11])([CH3:12])[CH3:13])[C:14](=[O:15])[OH:16].[CH2:27]([Cl:28])[CH2:29][Cl:30].[CH:39]([N:40]([CH2:41][CH3:42])[CH:43]([CH3:44])[CH3:45])([CH3:46])[CH3:47].[NH:31]1[CH2:32][CH2:33][CH:34]([C:37]#[N:38])[CH2:35][CH2:36]1.[O:48]=[CH:49][N:50]([CH3:51])[CH3:52].[OH:17][n:18]1[c:19]2[c:20]([cH:21][cH:22][cH:23][cH:24]2)[n:25][n:26]1>>[C:1](=[O:2])([O:3][C:4]([CH3:5])([CH3:6])[CH3:7])[NH:8][CH:9]([C:10]([CH3:11])([CH3:12])[CH3:13])[C:14](=[O:16])[N:31]1[CH2:32][CH2:33][CH:34]([C:37]#[N:38])[CH2:35][CH2:36]1. Reactants: NC=1C=C(C(=CC1)OC)C=1OC2=C(N1)C=C(C=C2)C2=CC=C(C=C2)Cl (2-(3-amino-6-methoxyphenyl)-5-(4-chlorophenyl)benzoxazole), C1=CC2=C(C=C1C(=O)O)C(=O)OC2=O (1,2,4-benzenetricarboxylic anhydride). Yields the product COC1=CC=C(C=C1C=1OC2=C(N1)C=C(C=C2)C2=CC=C(C=C2)Cl)N2C(C1=CC=C(C=C1C2=O)C(=O)O)=O (2-[4-Methoxy-5-[5-(4-chlorophenyl)benzoxazol-2-yl]phenyl]-1,3-dioxo-2,3-dihydro-1H-isoindole-5-carboxylic acid). Reaction SMILES: [NH2:1][C:2]1[CH:3]=[C:4]([C:10]2[O:11][C:12]3[CH:18]=[CH:17][C:16]([C:19]4[CH:24]=[CH:23][C:22]([Cl:25])=[CH:21][CH:20]=4)=[CH:15][C:13]=3[N:14]=2)[C:5]([O:8][CH3:9])=[CH:6][CH:7]=1.[CH:26]1[C:31]([C:32]([OH:34])=[O:33])=[CH:30][C:29]2[C:35]([O:37][C:38](=O)[C:28]=2[CH:27]=1)=[O:36]>>[CH3:9][O:8][C:5]1[C:4]([C:10]2[O:11][C:12]3[CH:18]=[CH:17][C:16]([C:19]4[CH:24]=[CH:23][C:22]([Cl:25])=[CH:21][CH:20]=4)=[CH:15][C:13]=3[N:14]=2)=[CH:3][C:2]([N:1]2[C:35](=[O:36])[C:29]3[C:28](=[CH:27][CH:26]=[C:31]([C:32]([OH:34])=[O:33])[CH:30]=3)[C:38]2=[O:37])=[CH:7][CH:6]=1. Procedure details: Prepared by the method of Example 15f), from 2-(3-amino-6-methoxyphenyl)-5-(4-chlorophenyl)benzoxazole (75 mg, 0.21 mmol) and 1,2,4-benzenetricarboxylic anhydride (41 mg, 0.21 mmol) the title compound was obtained (105 mg, 45%). 1H NMR (DMSO) δ 13.72(s, 1H), 8.42(dd, 1H), 8.32(s, 1H), 8.20(d, 1H), 8.09(m, 2H), 7.87(d, 1H), 7.78(d, 2H), 7.72(m, 2H), 7.54(d, 2H), 7.48(d, 1H), 4.04(s, 3H). MS 525.3 m/z (M+H)+.